Dataset: the Open Reaction Database (ORD), a public repository of structured organic reaction records. Task: describe an organic reaction: reactants, conditions, products, and yield Starting materials: CN(C)Cc1c(O)c(F)cc2c1ccn2S(=O)(=O)c1ccccc1, COC(OC)N(C)C, O=C(O)C(F)(F)F, CN(C)C=O. The product is COc1c(F)cc2c(ccn2S(=O)(=O)c2ccccc2)c1CN(C)C. Reaction SMILES: [CH3:16][N:17]([CH3:18])[CH2:19][c:20]1[c:21]2[cH:22][cH:23][n:24]([S:31](=[O:32])(=[O:33])[c:34]3[cH:35][cH:36][cH:37][cH:38][cH:39]3)[c:25]2[cH:26][c:27]([F:30])[c:28]1[OH:29].[CH3:1][O:2][CH:3]([O:4][CH3:5])[N:6]([CH3:7])[CH3:8].[F:9][C:10]([F:11])([F:12])[C:13]([OH:14])=[O:15].[O:40]=[CH:41][N:42]([CH3:43])[CH3:44]>>[CH3:1][O:29][c:28]1[c:20]([CH2:19][N:17]([CH3:16])[CH3:18])[c:21]2[cH:22][cH:23][n:24]([S:31](=[O:32])(=[O:33])[c:34]3[cH:35][cH:36][cH:37][cH:38][cH:39]3)[c:25]2[cH:26][c:27]1[F:30]. Product: IC1=NC(=NC(=C1)CCC)C#N (4-iodo-6-propyl-pyrimidine-2-carbonitrile). Conditions: time 2 hour. Reported procedure: Iodine (1.64 g, 6.5 mmol) was added at room temperature to a solution of 4-propyl-6-trimethylstannanyl-pyrimidine-2-carbonitrile (2.0 g, 6.5 mmol) in THF (100 mL). The mixture was stirred at room temperature for 2 hours, then diluted with a saturated solution of sodium thiosulfate and the THF was removed under reduced pressure. The aqueous layer was extracted with ethyl acetate (3×100 ml). The combined organic layers were washed with brine, dried over sodium sulphate, filtered and concentrated u... Reactants: II (Iodine), C(CC)C1=NC(=NC(=C1)[Sn](C)(C)C)C#N (4-propyl-6-trimethylstannanyl-pyrimidine-2-carbonitrile). Yield: 72.1%. Reaction SMILES: [I:1]I.[CH2:3]([C:6]1[CH:11]=[C:10]([Sn](C)(C)C)[N:9]=[C:8]([C:16]#[N:17])[N:7]=1)[CH2:4][CH3:5]>C1COCC1.S([O-])([O-])(=O)=S.[Na+].[Na+]>[I:1][C:10]1[CH:11]=[C:6]([CH2:3][CH2:4][CH3:5])[N:7]=[C:8]([C:16]#[N:17])[N:9]=1 |f:3.4.5|. Run in C1CCOC1 (THF), S(=S)(=O)([O-])[O-].[Na+].[Na+] (sodium thiosulfate). RXN SMILES: [B:52]([OH:53])([OH:54])[OH:55].[C:1]([CH3:2])([CH3:3])([CH3:4])[O:5][C:6](=[O:7])[N:8]([C:9](=[O:10])[O:11][C:12]([CH3:13])([CH3:14])[CH3:15])[c:16]1[n:17][cH:18][c:19](-[c:25]2[cH:26][n:27][n:28]([CH:30]3[CH2:31][CH2:32][CH:33]([O:36][Si:37]([CH3:38])([CH3:39])[C:40]([CH3:41])([CH3:42])[CH3:43])[CH2:34][CH2:35]3)[cH:29]2)[c:20]2[c:21]1[o:22][cH:23][cH:24]2.[CH2:56]1[O:57][CH2:58][CH2:59][CH2:60]1.[CH:44]([N-:45][CH:46]([CH3:47])[CH3:48])([CH3:49])[CH3:50].[Li+:51]>>[C:1]([CH3:2])([CH3:3])([CH3:4])[O:5][C:6](=[O:7])[N:8]([C:9](=[O:10])[O:11][C:12]([CH3:13])([CH3:14])[CH3:15])[c:16]1[n:17][cH:18][c:19](-[c:25]2[cH:26][n:27][n:28]([CH:30]3[CH2:31][CH2:32][CH:33]([O:36][Si:37]([CH3:38])([CH3:39])[C:40]([CH3:41])([CH3:42])[CH3:43])[CH2:34][CH2:35]3)[cH:29]2)[c:20]2[c:21]1[o:22][c:23]([B:52]([OH:53])[OH:54])[cH:24]2. Starting materials: OB(O)O, CC(C)(C)OC(=O)N(C(=O)OC(C)(C)C)c1ncc(-c2cnn(C3CCC(O[Si](C)(C)C(C)(C)C)CC3)c2)c2ccoc12, C1CCOC1, CC(C)[N-]C(C)C, [Li+]. The product is CC(C)(C)OC(=O)N(C(=O)OC(C)(C)C)c1ncc(-c2cnn(C3CCC(O[Si](C)(C)C(C)(C)C)CC3)c2)c2cc(B(O)O)oc12. Reactants: BrB(Br)Br, COc1cccc(F)c1Br, ClCCl. Yields the product Oc1cccc(F)c1Br. RXN SMILES: [B:11]([Br:12])([Br:13])[Br:14].[Br:1][c:2]1[c:3]([O:9][CH3:10])[cH:4][cH:5][cH:6][c:7]1[F:8].[Cl:15][CH2:16][Cl:17]>>[Br:1][c:2]1[c:3]([OH:9])[cH:4][cH:5][cH:6][c:7]1[F:8]. Reactants: C(C)(C)(C)[Si](C)(C)O[C@@H]1C=C(CC1)C(=C)C (tert-Butyl-((S)-3-isopropenyl-cyclopent-2-enyloxy)-dimethyl-silane), [F-].C(C)(C)(C)[NH3+] (tert-Butylammonium floride). Run in C1CCOC1 (THF). Yields the product C(=C)(C)C1=C[C@H](CC1)O ((S)-3-Isopropenyl-cyclopent-2-enol). Isolated yield 90.8%. As a reaction SMILES: C([Si]([O:8][C@H:9]1[CH2:13][CH2:12][C:11]([C:14]([CH3:16])=[CH2:15])=[CH:10]1)(C)C)(C)(C)C.[F-].C([NH3+])(C)(C)C>C1COCC1>[C:14]([C:11]1[CH2:12][CH2:13][C@H:9]([OH:8])[CH:10]=1)([CH3:16])=[CH2:15] |f:1.2|. Reported procedure: A solution of compound (6a) (402.8 mg; 1.689 mmol) in THF (34 mL) was cooled to 0° C. and treated with 1.0 M tert-Butylammonium floride (2.55 mL, 2.55 mmol). The next 3½ hours the reaction mixture was stirred at room temperature and then quenched with saturated aqueous NH4Cl. The resulting solution was extracted with DCM (3×) and AcOEt (1×), dried (Na2SO4) and concentrated in vacuo. Purification by chromatography (pentane/ether 3/1 to 2/1) provided 190.4 mg of compound (7a) as clear yellow oil w... Yields the product C(C)(C)NC=1C=C2C(C(N(C2=CC1[N+](=O)[O-])CCCCC)=O)(C)C (5-Isopropylamino-3,3-dimethyl-6-nitro-1-pentyl-1,3-dihydro-indol-2-one). Starting materials: NC=1C=C2C(C(N(C2=CC1[N+](=O)[O-])CCCCC)=O)(C)C (5-Amino-3,3-dimethyl-6-nitro-1-pentyl-1,3-dihydro-indol-2-one), IC(C)C (2-iodopropane), CC(C)(C)[O-].[K+] (KOtBu), C(Cl)Cl.CO (CH2Cl2 MeOH). Procedure: A8 (0.5 g) is alkylated using 2-iodopropane (0.5 ml; 5 mmol) and KOtBu (561 mg; 5 mmol) in N,N-dimethylformamide (7 ml) for 20 h at RT. After aqueous work-up and flash chromatography on silica gel eluting with CH2Cl2/MeOH (98:2) the compound (200 mg) is obtained. Solvent: CN(C=O)C (N,N-dimethylformamide). Reaction SMILES: [NH2:1][C:2]1[CH:3]=[C:4]2[C:8](=[CH:9][C:10]=1[N+:11]([O-:13])=[O:12])[N:7]([CH2:14][CH2:15][CH2:16][CH2:17][CH3:18])[C:6](=[O:19])[C:5]2([CH3:21])[CH3:20].I[CH:23]([CH3:25])[CH3:24].CC([O-])(C)C.[K+].C(Cl)Cl.CO>CN(C)C=O>[CH:23]([NH:1][C:2]1[CH:3]=[C:4]2[C:8](=[CH:9][C:10]=1[N+:11]([O-:13])=[O:12])[N:7]([CH2:14][CH2:15][CH2:16][CH2:17][CH3:18])[C:6](=[O:19])[C:5]2([CH3:20])[CH3:21])([CH3:25])[CH3:24] |f:2.3,4.5|. The yield is 35.0%.